This data is from the Open Reaction Database (ORD), a public repository of structured organic reaction records. The task is: describe an organic reaction: reactants, conditions, products, and yield Starting materials: O=[N+]([O-])c1ccc(Br)cn1, O=C([O-])[O-], CN(C)C=O, [Cs+], [Cs+], Cc1cc(C(=O)Nc2cc(O)ccc2F)n(C)n1, O. Product: Cc1cc(C(=O)Nc2cc(Oc3ccc([N+](=O)[O-])nc3)ccc2F)n(C)n1. Reaction SMILES: [Br:19][c:20]1[cH:21][cH:22][c:23]([N+:26](=[O:27])[O-:28])[n:24][cH:25]1.[C:29](=[O:30])([O-:31])[O-:32].[CH3:35][N:36]([CH3:37])[CH:38]=[O:39].[Cs+:33].[Cs+:34].[F:1][c:2]1[c:3]([NH:9][C:10](=[O:11])[c:12]2[cH:13][c:14]([CH3:18])[n:15][n:16]2[CH3:17])[cH:4][c:5]([OH:8])[cH:6][cH:7]1.[OH2:40]>>[F:1][c:2]1[c:3]([NH:9][C:10](=[O:11])[c:12]2[cH:13][c:14]([CH3:18])[n:15][n:16]2[CH3:17])[cH:4][c:5]([O:8][c:20]2[cH:21][cH:22][c:23]([N+:26](=[O:27])[O-:28])[n:24][cH:25]2)[cH:6][cH:7]1. Reactants: N#CCC(=O)Nc1ccccc1, C1CCNCC1, CCO, COc1cc(C=O)cc(Cl)c1O. Yields the product COc1cc(C=C(C#N)C(=O)Nc2ccccc2)cc(Cl)c1O. As a reaction SMILES: [C:13](#[N:14])[CH2:15][C:16](=[O:17])[NH:18][c:19]1[cH:20][cH:21][cH:22][cH:23][cH:24]1.[CH2:25]1[CH2:26][CH2:27][NH:28][CH2:29][CH2:30]1.[CH3:31][CH2:32][OH:33].[Cl:1][c:2]1[c:3]([OH:12])[c:4]([O:10][CH3:11])[cH:5][c:6]([CH:7]=[O:8])[cH:9]1>>[Cl:1][c:2]1[c:3]([OH:12])[c:4]([O:10][CH3:11])[cH:5][c:6]([CH:7]=[C:15]([C:13]#[N:14])[C:16](=[O:17])[NH:18][c:19]2[cH:20][cH:21][cH:22][cH:23][cH:24]2)[cH:9]1. Reactants: CCCc1nc(C)c(Br)c(=O)n1Cc1ccc(-c2ccccc2C#N)cc1, CS(C)=O, CCOC(C)=O, [K+], [OH-], Oc1ccccc1. The product is CCCc1nc(C)c(Oc2ccccc2)c(=O)n1Cc1ccc(-c2ccccc2C#N)cc1. As a reaction SMILES: [Br:1][c:2]1[c:3]([CH3:27])[n:4][c:5]([CH2:24][CH2:25][CH3:26])[n:6]([CH2:9][c:10]2[cH:11][cH:12][c:13](-[c:16]3[c:17]([C:22]#[N:23])[cH:18][cH:19][cH:20][cH:21]3)[cH:14][cH:15]2)[c:7]1=[O:8].[CH3:37][S:38](=[O:39])[CH3:40].[CH3:41][CH2:42][O:43][C:44](=[O:45])[CH3:46].[K+:36].[OH-:35].[OH:28][c:29]1[cH:30][cH:31][cH:32][cH:33][cH:34]1>>[c:2]1([O:28][c:29]2[cH:30][cH:31][cH:32][cH:33][cH:34]2)[c:3]([CH3:27])[n:4][c:5]([CH2:24][CH2:25][CH3:26])[n:6]([CH2:9][c:10]2[cH:11][cH:12][c:13](-[c:16]3[c:17]([C:22]#[N:23])[cH:18][cH:19][cH:20][cH:21]3)[cH:14][cH:15]2)[c:7]1=[O:8]. Starting materials: CCOC(=O)CN1Cc2cc(C=CC(=O)N(C)Cc3cc4ccccc4n3C)cnc2NC1=O, CO, [Na+], [OH-]. Product: [Na+], CN(Cc1cc2ccccc2n1C)C(=O)C=Cc1cnc2c(c1)CN(CC(=O)[O-])C(=O)N2. RXN SMILES: [CH2:1]([CH3:2])[O:3][C:4]([CH2:5][N:6]1[C:7](=[O:33])[NH:8][c:9]2[c:10]([cH:12][c:13]([CH:16]=[CH:17][C:18]([N:19]([CH2:20][c:21]3[n:22]([CH3:30])[c:23]4[cH:24][cH:25][cH:26][cH:27][c:28]4[cH:29]3)[CH3:31])=[O:32])[cH:14][n:15]2)[CH2:11]1)=[O:34].[CH3:37][OH:38].[Na+:36].[OH-:35]>>[Na+:36].[O:3]=[C:4]([CH2:5][N:6]1[C:7](=[O:33])[NH:8][c:9]2[c:10]([cH:12][c:13]([CH:16]=[CH:17][C:18]([N:19]([CH2:20][c:21]3[n:22]([CH3:30])[c:23]4[cH:24][cH:25][cH:26][cH:27][c:28]4[cH:29]3)[CH3:31])=[O:32])[cH:14][n:15]2)[CH2:11]1)[O-:34]. Starting materials: BrCCCl (1-Bromo-2-chloroethane), C([O-])([O-])=O.[K+].[K+] (potassium carbonate), C(#N)C1CCNCC1 (4-cyanopiperidine). Solvent: C(C)(C)O (isopropanol). Product: ClCCN1CCC(CC1)C#N (N-(2-Chloroethyl)-4-cyanopiperidine). RXN SMILES: Br[CH2:2][CH2:3][Cl:4].C(=O)([O-])[O-].[K+].[K+].[C:11]([CH:13]1[CH2:18][CH2:17][NH:16][CH2:15][CH2:14]1)#[N:12]>C(O)(C)C>[Cl:4][CH2:3][CH2:2][N:16]1[CH2:17][CH2:18][CH:13]([C:11]#[N:12])[CH2:14][CH2:15]1 |f:1.2.3|. Procedure details: 1-Bromo-2-chloroethane (2.6 ml) and potassium carbonate (6.6 g) were added to a solution of 4-cyanopiperidine (2.63 g) in isopropanol (50 ml), followed by refluxing for 10 hours. The reaction mixture was concentrated under reduced pressure. After adding a 50% aqueous solution of potassium carbonate to the residue, the resulting mixture was extracted with diethyl ether. The extract was washed with saturated saline, followed by an addition of anhydrous potassium carbonate to dry the diethyl ether ...